From a dataset of the Open Reaction Database (ORD), a public repository of structured organic reaction records. describe an organic reaction: reactants, conditions, products, and yield Starting materials: [Cr](=O)(=O)([O-])O[Cr](=O)(=O)[O-].[NH+]1=CC=CC=C1.[NH+]1=CC=CC=C1 (pyridinium dichromate), C(Cl)Cl (methylene chloride), CN(C1=CC=C(C=C1)C(O)C#CC1=CC=NC=C1)C (4-dimethylamino-α-[(4-pyridinyl)ethynyl]-benzenemethanol), CN(C1=CC=C(C=C1)C(O)C#C)C (4-dimethylamino-α-(ethynyl)-benzenemethanol). The solvent is C(C)OCC (ethyl ether). Reaction conditions: time 8 hour. Yields the product CN(C1=CC=C(C=C1)C(C#CC1=CC=NC=C1)=O)C (1-(4-Dimethylaminophenyl)-3-(4-pyridinyl)-2-propyne-1-one). Reaction SMILES: [Cr](O[Cr]([O-])(=O)=O)([O-])(=O)=O.[NH+]1C=CC=CC=1.[NH+]1C=CC=CC=1.C(Cl)Cl.[CH3:25][N:26]([CH3:43])[C:27]1[CH:32]=[CH:31][C:30]([CH:33]([C:35]#[C:36][C:37]2[CH:42]=[CH:41][N:40]=[CH:39][CH:38]=2)[OH:34])=[CH:29][CH:28]=1.CN(C)C1C=CC(C(C#C)O)=CC=1>C(OCC)C>[CH3:43][N:26]([CH3:25])[C:27]1[CH:28]=[CH:29][C:30]([C:33](=[O:34])[C:35]#[C:36][C:37]2[CH:42]=[CH:41][N:40]=[CH:39][CH:38]=2)=[CH:31][CH:32]=1 |f:0.1.2|. Procedure: Place pyridinium dichromate (1.75 g) and methylene chloride (20 mL) under argon atmosphere and cool to 0° C. Add a 1:1 mixture of 4-dimethylamino-α-[(4-pyridinyl)ethynyl]-benzenemethanol and 4-dimethylamino-α-(ethynyl)-benzenemethanol (0.8 g). Stir overnight while slowly warming to room temperature. Dilute with ethyl ether and filter the chromium salts. Purify by silica gel chromatography (2:1 ethyl acetate/hexane) to yield 0.94 g of the title compound; mp 143°-145° C. Starting materials: [Mn](=O)(=O)(=O)[O-].[K+] (potassium permanganate), ClC1=C(C(=CC=C1)Cl)N1C=C(C=C1)C=O (1-(2,6-dichlorophenyl)-1H-pyrrole-3-carbaldehyde), CC(=O)C (acetone), [OH-].[Na+] (sodium hydroxide). Solvent: O (water). Reaction conditions: temperature 40 celsius, time 2 hour. Product: ClC1=C(C(=CC=C1)Cl)N1C=C(C=C1)C(=O)O (1-(2,6-dichlorophenyl)-1H-pyrrole-3-carboxylic acid). RXN SMILES: [Mn]([O-])(=O)(=O)=O.[K+].[Cl:7][C:8]1[CH:13]=[CH:12][CH:11]=[C:10]([Cl:14])[C:9]=1[N:15]1[CH:19]=[CH:18][C:17]([CH:20]=[O:21])=[CH:16]1.CC(C)=[O:24].[OH-].[Na+]>O>[Cl:7][C:8]1[CH:13]=[CH:12][CH:11]=[C:10]([Cl:14])[C:9]=1[N:15]1[CH:19]=[CH:18][C:17]([C:20]([OH:24])=[O:21])=[CH:16]1 |f:0.1,4.5|. Reported procedure: A solution of 0.9 g of potassium permanganate in 10 ml of water was added dropwise to a mixture of 0.58 g of 1-(2,6-dichlorophenyl)-1H-pyrrole-3-carbaldehyde and 20 ml of acetone while the mixture was maintained at 40° C. The resulting mixture was stirred at 40° C. for 2 hours. A deposited precipitate was filtered off to obtain a filtrate. The filtrate was adjusted to pH 10-12 by an addition of a 2N aqueous sodium hydroxide solution, and then washed with chloroform two times. The aqueous layer w... Starting materials: [Na] (Sodium), N1(CCOCC1)CCCO (3-(4-morpholinyl)-1-propanol), ClC=1C=C(C(=CC1Cl)F)NC1=NC=NC2=CC(=C(C=C12)[N+](=O)[O-])F (4-[(3,4-dichloro-6-fluorophenyl)amino]-7-fluoro-6-nitroquinazoline). The solvent is C1CCOC1 (THF). Conditions: temperature 20 celsius, time 2 hour. Product: ClC=1C=C(C(=CC1Cl)F)NC1=NC=NC2=CC(=C(C=C12)[N+](=O)[O-])OCCCN1CCOCC1 (4-[(3,4-dichloro-6-fluorophenyl)amino]-7-[3-(4-morpholinyl)propoxy]-6-nitroquinazoline). Yield: 72.0%. RXN SMILES: [Na].[N:2]1([CH2:8][CH2:9][CH2:10][OH:11])[CH2:7][CH2:6][O:5][CH2:4][CH2:3]1.[Cl:12][C:13]1[CH:14]=[C:15]([NH:21][C:22]2[C:31]3[C:26](=[CH:27][C:28](F)=[C:29]([N+:32]([O-:34])=[O:33])[CH:30]=3)[N:25]=[CH:24][N:23]=2)[C:16]([F:20])=[CH:17][C:18]=1[Cl:19]>C1COCC1>[Cl:12][C:13]1[CH:14]=[C:15]([NH:21][C:22]2[C:31]3[C:26](=[CH:27][C:28]([O:11][CH2:10][CH2:9][CH2:8][N:2]4[CH2:7][CH2:6][O:5][CH2:4][CH2:3]4)=[C:29]([N+:32]([O-:34])=[O:33])[CH:30]=3)[N:25]=[CH:24][N:23]=2)[C:16]([F:20])=[CH:17][C:18]=1[Cl:19] |^1:0|. Procedure details: Sodium metal (5 equivalents) was added, under nitrogen atmosphere, to a solution of 3-(4-morpholinyl)-1-propanol (4 equivalents) in THF. The obtained suspension was stirred at 20° C. for two hours and was thereafter cannulated, under nitrogen atmosphere, into a solution of 4-[(3,4-dichloro-6-fluorophenyl)amino]-7-fluoro-6-nitroquinazoline. The reaction mixture was refluxed for 18 hours, the solvent was thereafter partially removed under reduced pressure and the residue was diluted with water and... The reactants are ClC1=NC=C(C=C1[N+](=O)[O-])F (2-chloro-5-fluoro-3-nitro pyridine), formula 5, ClC1=NC=C(C=C1[N+](=O)[O-])F (2-chloro-5-fluoro-3-nitro pyridine), C(=C)[Mg]Br (vinyl Magnesium bromide). The product is FC1=C2C=CNC2=C(N=C1)Cl (4-fluoro-7-chloro-6-azaindole). As a reaction SMILES: [Cl:1][C:2]1[C:7]([N+:8]([O-])=O)=[CH:6][C:5]([F:11])=[CH:4][N:3]=1.[CH:12]([Mg]Br)=[CH2:13]>>[F:11][C:5]1[CH:4]=[N:3][C:2]([Cl:1])=[C:7]2[C:6]=1[CH:12]=[CH:13][NH:8]2. Procedure details: It should be noted that 2-chloro-5-fluoro-3-nitro pyridine may be prepared by the method in example 5B of reference 59 Marfat et.al. The chemistry in Schemes 1 and 3 to provide the derivative which corresponds to general formula 5 and has a 6-aza ring and R2=F and R4=Cl. In particular, reaction of 2-chloro-5-fluoro-3-nitro pyridine with 3 equivalents of vinyl Magnesium bromide using the typical conditions described herein will provide 4-fluoro-7-chloro-6-azaindole in high yield. Addition of this... The reactants are N(=O)[O-].[Na+] (sodium nitrite), BrC1=C(NS(=O)(=O)C2=CC=CC=C2)C=C(C=C1)Br (2,5-dibromo-N-benzenesulphonylaniline), [N+](=O)(O)[O-] (nitric acid), ice, C(C)(=O)O (acetic acid). Solvent: O (water). Reaction conditions: temperature 90 celsius. Yields the product BrC1=C(NS(=O)(=O)C2=CC=CC=C2)C=C(C(=C1)[N+](=O)[O-])Br (2,5-dibromo-4-nitro-N-benzenesulphonylaniline). As a reaction SMILES: C(O)(=O)C.[N:5]([O-:7])=[O:6].[Na+].[Br:9][C:10]1[CH:25]=[CH:24][C:23]([Br:26])=[CH:22][C:11]=1[NH:12][S:13]([C:16]1[CH:21]=[CH:20][CH:19]=[CH:18][CH:17]=1)(=[O:15])=[O:14].[N+]([O-])(O)=O>O>[Br:9][C:10]1[CH:25]=[C:24]([N+:5]([O-:7])=[O:6])[C:23]([Br:26])=[CH:22][C:11]=1[NH:12][S:13]([C:16]1[CH:21]=[CH:20][CH:19]=[CH:18][CH:17]=1)(=[O:14])=[O:15] |f:1.2|. Procedure details: To 250 ml of acetic acid, diluted with 130 ml of water, are added: 1.5 g of sodium nitrite, 0.13 mole of 2,5-dibromo-N-benzenesulphonylaniline prepared in the previous stage and 0.78 mole (32.5 ml) of nitric acid (d=1.52). The reaction mixture is heated for 1 hour at 90° C. The reaction mixture, cooled beforehand, is poured onto 1 kg of ice and the expected product precipitates. It is filtered off, washed to neutrality and then recrystallized from acetic acid; it melts at 148° C.